From a dataset of the Open Reaction Database (ORD), a public repository of structured organic reaction records. describe an organic reaction: reactants, conditions, products, and yield The reactants are COC(=O)CCC\C=C/CC1COCCC1=COC (3-[(Z)-6-methoxycarbonyl-2-hexenyl]-4-methoxymethylenetetrahydropyran). The solvent is CO (methanol), FC(C(=O)O)(F)F (trifluoroacetic acid). Run at time 1 hour. Product: C(=O)C1C(COCC1)C\C=C/CCCC(=O)OC (4-formyl-3-[(Z)-6-methoxycarbonyl-2-hexenyl]tetrahydropyran). RXN SMILES: [CH3:1][O:2][C:3]([CH2:5][CH2:6][CH2:7]/[CH:8]=[CH:9]\[CH2:10][CH:11]1[C:16](=[CH:17][O:18]C)[CH2:15][CH2:14][O:13][CH2:12]1)=[O:4]>CO.FC(F)(F)C(O)=O>[CH:17]([CH:16]1[CH2:15][CH2:14][O:13][CH2:12][CH:11]1[CH2:10]/[CH:9]=[CH:8]\[CH2:7][CH2:6][CH2:5][C:3]([O:2][CH3:1])=[O:4])=[O:18]. Procedure details: A solution of 3-[(Z)-6-methoxycarbonyl-2-hexenyl]-4-methoxymethylenetetrahydropyran in a mixture of methanol (10 ml) and 50% aqueous trifluoroacetic acid (10 ml) was stirred at room temperature for 1 hour and the solvent was evaporated in vacuo to give 4-formyl-3-[(Z)-6-methoxycarbonyl-2-hexenyl]tetrahydropyran as a residue. The residue was dissolved in methanol (10 ml). To the solution were added 4-phenylsemicarbazide (200 mg) and sodium cyanoborohydride (100 ml) and the mixture was stirred at ... Starting materials: C(C1=CC=CC=C1)O[C@@H]1[C@@]2(CO[C@]([C@@H]([C@H]1OCC1=CC=CC=C1)OCC1=CC=CC=C1)(O2)C2=CC(=C(C=C2)Cl)CC2=C(C(=C(C=C2)OCC)F)F)C(C)O (1-[(1R,2S,3S,4R,5S)-2,3,4-tribenzyloxy-5-[4-chloro-3-[(4-ethoxy-2,3-difluoro-phenyl)methyl]phenyl]-6,8-dioxabicyclo[3.2.1]octan-1-yl]ethanol), ClC1=C(C=CC=C1)Cl (o-dichlorobenzene). The reagents and catalysts are [Pd] (Pd/C). Run in CO.O1CCCC1 (methanol tetrahydrofuran). Reaction conditions: time 4 hour. The product is ClC1=C(C=C(C=C1)[C@]12[C@@H]([C@H]([C@@H]([C@](CO1)(O2)C(C)O)O)O)O)CC2=C(C(=C(C=C2)OCC)F)F ((1R,2S,3S,4R,5S)-5-[4-chloro-3-[(4-ethoxy-2,3-difluoro-phenyl)methyl]phenyl]-1-(1-hydroxyethyl)-6,8-dioxabicyclo[3.2.1]octane-2,3,4-triol). Yield: 43.5%. Reaction SMILES: C([O:8][C@H:9]1[C@H:15]([O:16]CC2C=CC=CC=2)[C@@H:14]([O:24]CC2C=CC=CC=2)[C@:13]2([C:33]3[CH:38]=[CH:37][C:36]([Cl:39])=[C:35]([CH2:40][C:41]4[CH:46]=[CH:45][C:44]([O:47][CH2:48][CH3:49])=[C:43]([F:50])[C:42]=4[F:51])[CH:34]=3)[O:32][C@@:10]1([CH:52]([OH:54])[CH3:53])[CH2:11][O:12]2)C1C=CC=CC=1.ClC1C=CC=CC=1Cl>[Pd].CO.O1CCCC1>[Cl:39][C:36]1[CH:37]=[CH:38][C:33]([C@@:13]23[O:32][C@@:10]([CH:52]([OH:54])[CH3:53])([CH2:11][O:12]2)[C@@H:9]([OH:8])[C@H:15]([OH:16])[C@H:14]3[OH:24])=[CH:34][C:35]=1[CH2:40][C:41]1[CH:46]=[CH:45][C:44]([O:47][CH2:48][CH3:49])=[C:43]([F:50])[C:42]=1[F:51] |f:3.4|. Procedure: To a solution of 1-[(1R,2S,3S,4R,5S)-2,3,4-tribenzyloxy-5-[4-chloro-3-[(4-ethoxy-2,3-difluoro-phenyl)methyl]phenyl]-6,8-dioxabicyclo[3.2.1]octan-1-yl]ethanol 23p (530 mg, 0.67 mmol) in a methanol/tetrahydrofuran mixture (v/v=4/1, 10 mL) were added o-dichlorobenzene (0.4 mL, 3.5 mmol) and 10% Pd/C (212 mg, 0.2 mmol) at room temperature. The mixture was stirred at room temperature for 4 hours under H2 and filtered. The filtrate was concentrated in vacuo and the residue was purified by silica gel c... Reactants: Cl.C(C1=CC=CC=C1)N(CC)CCCC1(OCCO1)C1=CC=C(C=C1)F (2-[3-(N-benzyl-N-ethylamino)propyl]-2-(4-fluorophenyl)-1,3-dioxolane hydrochloride), Cl.CO (HCl methanol), [H][H] (hydrogen). Reagents/catalysts: [Pd] (palladium on carbon). The solvent is CO (methanol). Product: Cl.C(C)NCCCC1(OCCO1)C1=CC=C(C=C1)F (2-[3-(Ethylamino)propyl]-2-(4-fluorophenyl)-1,3-dioxolane hydrochloride). Yield: 96849.9%. As a reaction SMILES: [ClH:1].[CH2:2]([N:9]([CH2:12][CH2:13][CH2:14][C:15]1([C:20]2[CH:25]=[CH:24][C:23]([F:26])=[CH:22][CH:21]=2)[O:19][CH2:18][CH2:17][O:16]1)CC)[C:3]1C=CC=CC=1.Cl.CO.[H][H]>[Pd].CO>[ClH:1].[CH2:2]([NH:9][CH2:12][CH2:13][CH2:14][C:15]1([C:20]2[CH:21]=[CH:22][C:23]([F:26])=[CH:24][CH:25]=2)[O:16][CH2:17][CH2:18][O:19]1)[CH3:3] |f:0.1,2.3,7.8|. Procedure: A suspension prepared from 47.2 g (0.124 mmol) of 2-[3-(N-benzyl-N-ethylamino)propyl]-2-(4-fluorophenyl)-1,3-dioxolane hydrochloride, 0.035 ml of saturated HCl/methanol, 350 ml of methanol, and 4 g of 5% palladium on carbon was shaken at 50° under 50 psi hydrogen for 5 hours. The mixture was allowed to cool to room temperature and filtered. Evaporation of the solvent followed by trituration with ether provided 34.8 g (96%) of product. Recrystallization from ether/isopropyl alcohol provided analy... Starting materials: CC(=O)O, CO, CC(C)C(COC(=O)c1ccc(Cl)cc1)N(C)C(=O)c1ccc(Cl)cc1, [Na+], [OH-], O. Yields the product CC(C)C(CO)N(C)C(=O)c1ccc(Cl)cc1. Reaction SMILES: [CH3:30][C:31](=[O:32])[OH:33].[CH3:34][OH:35].[Cl:3][c:4]1[cH:5][cH:6][c:7]([C:8](=[O:9])[O:10][CH2:11][CH:12]([CH:13]([CH3:14])[CH3:15])[N:16]([C:17]([c:18]2[cH:19][cH:20][c:21]([Cl:24])[cH:22][cH:23]2)=[O:25])[CH3:26])[cH:27][cH:28]1.[Na+:2].[OH-:1].[OH2:29]>>[OH:10][CH2:11][CH:12]([CH:13]([CH3:14])[CH3:15])[N:16]([C:17]([c:18]1[cH:19][cH:20][c:21]([Cl:24])[cH:22][cH:23]1)=[O:25])[CH3:26]. The reactants are F[B-](F)(F)F.N1(N=NC2=C1C=CC=C2)[O+]=C(N(C)C)N(C)C (Benzotriazol-1-yl-[bis(dimethylamino)methylene]oxonium tetrafluoroborate), O1C(=NC2=NC=CC=C21)C=2C(=NC=C(C2)C=2C=NN(C2)C2CCNCC2)N (3-oxazolo[4,5-b]pyridin-2-yl-5-[1-(4-piperidyl)pyrazol-4-yl]pyridin-2-amine), CN(CC(=O)O)C (2-dimethylaminoacetic acid), CN1CCOCC1 (4-methylmorpholine). Solvent: CN1CCCC1=O (NMP). Conditions: temperature 25 celsius, time 2 hour. Product: NC1=C(C=C(C=N1)C=1C=NN(C1)C1CCN(CC1)C(CN(C)C)=O)C=1OC=2C(=NC=CC2)N1 (1-[4-[4-(6-amino-5-oxazolo[4,5-b]pyridin-2-yl-3-pyridyl)pyrazol-1-yl]-1-piperidyl]-2-dimethylamino-ethanone). Yield: 45.0%. As a reaction SMILES: F[B-](F)(F)F.N1([O+]=C(N(C)C)N(C)C)C2C=CC=CC=2N=N1.[O:23]1[C:31]2[C:26](=[N:27][CH:28]=[CH:29][CH:30]=2)[N:25]=[C:24]1[C:32]1[C:33]([NH2:49])=[N:34][CH:35]=[C:36]([C:38]2[CH:39]=[N:40][N:41]([CH:43]3[CH2:48][CH2:47][NH:46][CH2:45][CH2:44]3)[CH:42]=2)[CH:37]=1.[CH3:50][N:51]([CH3:56])[CH2:52][C:53](O)=[O:54].CN1CCOCC1>CN1C(=O)CCC1>[NH2:49][C:33]1[N:34]=[CH:35][C:36]([C:38]2[CH:39]=[N:40][N:41]([CH:43]3[CH2:44][CH2:45][N:46]([C:53](=[O:54])[CH2:52][N:51]([CH3:56])[CH3:50])[CH2:47][CH2:48]3)[CH:42]=2)=[CH:37][C:32]=1[C:24]1[O:23][C:31]2[C:26]([N:25]=1)=[N:27][CH:28]=[CH:29][CH:30]=2 |f:0.1|. Reported procedure: Benzotriazol-1-yl-[bis(dimethylamino)methylene]oxonium tetrafluoroborate (96 mg) was added to a stirred suspension of 3-oxazolo[4,5-b]pyridin-2-yl-5-[1-(4-piperidyl)pyrazol-4-yl]pyridin-2-amine (90 mg), 2-dimethylaminoacetic acid (27.0 mg) and 4-methylmorpholine (0.055 ml) in NMP (1 ml) at 25° C. The resulting solution was stirred at 25° C. for 2 hours. The reaction mixture was purified by preparative HPLC using a Waters OBD reverse-phase column (C-18, 5 microns silica, 19 mm diameter, 100 mm le... Reactants: O (water), BrC1=C(C=CC=C1)S (2-bromobenzenethiol), C(=O)([O-])[O-].[K+].[K+] (K2CO3), ClCC#N (2-chloroacetonitrile). Solvent: CN(C)C=O (DMF). Reaction conditions: temperature 25 celsius, time 6 hour. The product is BrC1=C(C=CC=C1)SCC#N (2-(2-Bromophenylthio)acetonitrile). The yield is 96.4%. Reaction SMILES: [Br:1][C:2]1[CH:7]=[CH:6][CH:5]=[CH:4][C:3]=1[SH:8].C([O-])([O-])=O.[K+].[K+].Cl[CH2:16][C:17]#[N:18].O>CN(C=O)C>[Br:1][C:2]1[CH:7]=[CH:6][CH:5]=[CH:4][C:3]=1[S:8][CH2:16][C:17]#[N:18] |f:1.2.3|. Reported procedure: A mixture of 2-bromobenzenethiol (6.3 mL, 53 mmol), K2CO3 (13.8 g, 100 mmol) and 2-chloroacetonitrile (3.2 mL, 50 mmol) in DMF (50 mL) was stirred at 25° C. for 6 h, poured into water (700 mL), and extracted with petroleum ether (300 mL) followed by DCM (2×200 mL). The combined DCM extracts were concentrated to dryness, and re-dissolved in petroleum ether/ethyl acetate (10:1, 600 mL). The organic solution was washed with water (250 mL) and brine (250 mL), dried over Na2SO4, filtered and concentr...